describe an organic reaction: reactants, conditions, products, and yield From a dataset of the Open Reaction Database (ORD), a public repository of structured organic reaction records. Starting materials: CCN(CC)CCCCl, Cl, [Na], CN(C)C=O, O=C1NC(=O)C(c2c[nH]c3ccccc23)N1. The product is CCN(CC)CCCN1C(=O)NC(c2c[nH]c3ccccc23)C1=O. RXN SMILES: [CH2:19]([CH3:20])[N:21]([CH2:22][CH2:23][CH2:24][Cl:25])[CH2:26][CH3:27].[ClH:18].[Na:17].[O:28]=[CH:29][N:30]([CH3:31])[CH3:32].[nH:1]1[cH:2][c:3]([CH:10]2[C:11](=[O:16])[NH:12][C:13](=[O:15])[NH:14]2)[c:4]2[cH:5][cH:6][cH:7][cH:8][c:9]12>>[nH:1]1[cH:2][c:3]([CH:10]2[C:11](=[O:16])[N:12]([CH2:24][CH2:23][CH2:22][N:21]([CH2:19][CH3:20])[CH2:26][CH3:27])[C:13](=[O:15])[NH:14]2)[c:4]2[cH:5][cH:6][cH:7][cH:8][c:9]12. Reactants: [BH4-].[Na+] (sodium borohydride), O (water), ClC1=C(CCl)C=CC=N1 (2-chloronicotinyl chloride). The product is ClC1=NC=CC=C1CO ((2-chloro-3-pyridyl)methanol). Reaction SMILES: [BH4-].[Na+].[Cl:3][C:4]1[N:11]=[CH:10][CH:9]=[CH:8][C:5]=1[CH2:6]Cl.[OH2:12]>>[Cl:3][C:4]1[C:5]([CH2:6][OH:12])=[CH:8][CH:9]=[CH:10][N:11]=1 |f:0.1|. Procedure: In 100 ml of cold water was dissolved 8.98 g of sodium borohydride and with ice-cooling and stirring, 11.7 g (0.0665 mole) of 2-chloronicotinyl chloride was added in small portions. The mixture was further stirred at the same temperature for 30 minutes and, then, extracted with Et2O (100 ml×3). The extract was dried over MgSO4 and distilled to remove Et2O. The procedure gave 8.75 g of (2-chloro-3-pyridyl)methanol as a pale yellow oil. When left standing at room temperature, this product solidifi... The reactants are C=C(CCOCc1ccccc1)C(=O)OC(C)(C)C, [Li]CCCC, CCCCCC, O=C(O)C1CCCC1, CC(C)NC(C)C, C1CCOC1. Product: CC(C)(C)OC(=O)C(CCOCc1ccccc1)CC1(C(=O)O)CCCC1. Reaction SMILES: [C:27]([CH3:28])([CH3:29])([CH3:30])[O:31][C:32]([C:33](=[CH2:34])[CH2:35][CH2:36][O:37][CH2:38][c:39]1[cH:40][cH:41][cH:42][cH:43][cH:44]1)=[O:45].[CH2:8]([Li:9])[CH2:10][CH2:11][CH3:12].[CH3:13][CH2:14][CH2:15][CH2:16][CH2:17][CH3:18].[CH:19]1([C:24](=[O:25])[OH:26])[CH2:20][CH2:21][CH2:22][CH2:23]1.[CH:1]([NH:2][CH:3]([CH3:4])[CH3:5])([CH3:6])[CH3:7].[O:46]1[CH2:47][CH2:48][CH2:49][CH2:50]1>>[C:19]1([C:24](=[O:25])[OH:26])([CH2:34][CH:33]([C:32]([O:31][C:27]([CH3:28])([CH3:29])[CH3:30])=[O:45])[CH2:35][CH2:36][O:37][CH2:38][c:39]2[cH:40][cH:41][cH:42][cH:43][cH:44]2)[CH2:20][CH2:21][CH2:22][CH2:23]1.